Dataset: the Open Reaction Database (ORD), a public repository of structured organic reaction records. Task: describe an organic reaction: reactants, conditions, products, and yield The reactants are NC1=NC=CC(=N1)C1=C(N=CN1C1CN(C1)C(=O)OC(C)(C)C)C1=CC=C(C=C1)F (tert-Butyl 3-[5-(2-aminopyrimidin-4-yl)-4-(4-fluorophenyl)-1H-imidazol-1-yl]azetidine-1-carboxylate), Cl (hydrochloric acid). Run in CO (methanol). Run at time 2 hour. The product is N1CC(C1)N1C=NC(=C1C1=NC(=NC=C1)N)C1=CC=C(C=C1)F (4-[1-Azetidin-3-yl-4-(4-fluorophenyl)-1H-imidazol-5-yl]pyrimidin-2-amine). Reaction SMILES: [NH2:1][C:2]1[N:7]=[C:6]([C:8]2[N:12]([CH:13]3[CH2:16][N:15](C(OC(C)(C)C)=O)[CH2:14]3)[CH:11]=[N:10][C:9]=2[C:24]2[CH:29]=[CH:28][C:27]([F:30])=[CH:26][CH:25]=2)[CH:5]=[CH:4][N:3]=1.Cl>CO>[NH:15]1[CH2:14][CH:13]([N:12]2[C:8]([C:6]3[CH:5]=[CH:4][N:3]=[C:2]([NH2:1])[N:7]=3)=[C:9]([C:24]3[CH:29]=[CH:28][C:27]([F:30])=[CH:26][CH:25]=3)[N:10]=[CH:11]2)[CH2:16]1. Reported procedure: To a solution of tert-butyl 3-[5-(2-aminopyrimidin-4-yl)-4-(4-fluorophenyl)-1H-imidazol-1-yl]azetidine-1-carboxylate (C4) (2.1 g, 5.1 mmol) in methanol (10 mL) was added aqueous hydrochloric acid (5 N, 30 mL) and the reaction was stirred for 2 hours at room temperature. The solution was concentrated and the residue was diluted with water (100 mL) and ethyl acetate (100 mL). After adjusting the mixture to pH=9 with aqueous ammonia, the aqueous layer was extracted with ethyl acetate (100 mL). The ...